This data is from the Open Reaction Database (ORD), a public repository of structured organic reaction records. The task is: describe an organic reaction: reactants, conditions, products, and yield Starting materials: SC1=CC=C(C=C1)CN(CCCCN(CCCCCCCN(CCCCN(C(=O)OC(C)(C)C)CC1=CC=C(C=C1)S)C(=O)OC(C)(C)C)C(=O)OC(C)(C)C)C(=O)OC(C)(C)C (1,19-bis[(4-mercaptophenyl)methyl]-1,6,14,19-tetra(t-butyloxycarbonyl)-1,6,14,19-tetraazanonadecane). Run in Cl (hydrochloric acid). Yields the product SC1=CC=C(C=C1)CNCCCCNCCCCCCCNCCCCNCC1=CC=C(C=C1)S (1,19-Bis[(4-mercaptophenyl)methyl]-1,6,14,19-tetraazanonadecane). Reaction SMILES: [SH:1][C:2]1[CH:7]=[CH:6][C:5]([CH2:8][N:9](C(OC(C)(C)C)=O)[CH2:10][CH2:11][CH2:12][CH2:13][N:14](C(OC(C)(C)C)=O)[CH2:15][CH2:16][CH2:17][CH2:18][CH2:19][CH2:20][CH2:21][N:22](C(OC(C)(C)C)=O)[CH2:23][CH2:24][CH2:25][CH2:26][N:27]([CH2:35][C:36]2[CH:41]=[CH:40][C:39]([SH:42])=[CH:38][CH:37]=2)C(OC(C)(C)C)=O)=[CH:4][CH:3]=1>Cl>[SH:1][C:2]1[CH:3]=[CH:4][C:5]([CH2:8][NH:9][CH2:10][CH2:11][CH2:12][CH2:13][NH:14][CH2:15][CH2:16][CH2:17][CH2:18][CH2:19][CH2:20][CH2:21][NH:22][CH2:23][CH2:24][CH2:25][CH2:26][NH:27][CH2:35][C:36]2[CH:37]=[CH:38][C:39]([SH:42])=[CH:40][CH:41]=2)=[CH:6][CH:7]=1. Reported procedure: Dissolve 1,19-bis[(4-mercaptophenyl)methyl]-1,6,14,19-tetra(t-butyloxycarbonyl)-1,6,14,19-tetraazanonadecane (9.60 g, 10 mmol) in saturated methanolic hydrochloric acid (100 mL). Stir for several hours and evaporate the solvent in vacuo to give the title compound. The reactants are BrC1=CC=C(C=C1)[N+](=O)[O-] (p-bromo nitrobenzene), [OH-].[K+] (potassium hydroxide), COC1=CC=C(C=C1)CC#N (4-methoxy phenylacetonitrile), O (water). The solvent is O1CCCC1 (tetrahydrofuran), CO (methanol), CO (methanol). Run at temperature 0 celsius, time 10 minute. The product is COC1=CC=C(C=C1)C=1ON=C2C1C=C(C=C2)Br (3-(p-methoxyphenyl)-5-bromo-2,1-benzisoxazole). As a reaction SMILES: [OH-].[K+].[CH3:3][O:4][C:5]1[CH:10]=[CH:9][C:8]([CH2:11][C:12]#N)=[CH:7][CH:6]=1.[Br:14][C:15]1[CH:20]=C[C:18]([N+:21]([O-])=[O:22])=[CH:17][CH:16]=1.O>CO.O1CCCC1>[CH3:3][O:4][C:5]1[CH:6]=[CH:7][C:8]([C:11]2[O:22][N:21]=[C:18]3[CH:17]=[CH:16][C:15]([Br:14])=[CH:20][C:12]=23)=[CH:9][CH:10]=1 |f:0.1|. Procedure details: To a solution of 148 g of potassium hydroxide in 300 ml of anhydrous methanol at 0° C. was added 21.3 g (0.145 mole) of 4-methoxy phenylacetonitrile. The mixture was stirred at 0° C. for 10 min. and then a solution of 25.4 g (0.126 mol) of p-bromo nitrobenzene in 300 ml of tetrahydrofuran and methanol (1:2) was slowly added over a period of 1 h. The deep purple mixture was continuously stirred and maintained at 0°-5° C. during addition. The temperature was then raised to 55° C. using a hot water... Solvent: ethanol-dioxane. The product is CC1=CC=NC2=C(C=C(C(=C12)OC1=CC(=CC=C1)C(F)(F)F)OC)N (4-Methyl-5-(3-trifluoromethylphenoxy)-6-methoxy-8-aminoquinoline). Reagents/catalysts: [Ni] (Raney nickel). RXN SMILES: [CH3:1][C:2]1[C:11]2[C:6](=[C:7]([N+:25]([O-])=O)[CH:8]=[C:9]([O:23][CH3:24])[C:10]=2[O:12][C:13]2[CH:18]=[CH:17][CH:16]=[C:15]([C:19]([F:22])([F:21])[F:20])[CH:14]=2)[N:5]=[CH:4][CH:3]=1>[Ni]>[CH3:1][C:2]1[C:11]2[C:6](=[C:7]([NH2:25])[CH:8]=[C:9]([O:23][CH3:24])[C:10]=2[O:12][C:13]2[CH:18]=[CH:17][CH:16]=[C:15]([C:19]([F:20])([F:21])[F:22])[CH:14]=2)[N:5]=[CH:4][CH:3]=1. Reported procedure: A solution of 4-methyl-5-(3-trifluoromethylphenoxy) -6-methoxy-8-nitroquinoline (VI, 5.9 g, 15.6 mmol) in ethanol-dioxane (4:3, v/v, 350 mL) containing wet Raney nickel (ca. 4 g) was reduced at 45 psig for 11/4 hour. The catalyst was filtered and the filtrate was concentrated to dryness. The residual solid was crystallized from ligroin (bp 60°-80°) to afford 4.1 g (76%) of the title compound mp 113°-115°. A sample recrystallized once again gave an analytical sample, mp 116°-117°. Reactants: CC1=CC=NC2=C(C=C(C(=C12)OC1=CC(=CC=C1)C(F)(F)F)OC)[N+](=O)[O-] (4-Methyl-5-(3-trifluoromethylphenoxy)-6-methoxy-8-nitroquinoline). Isolated yield 75.5%. The reactants are ClC=1C=C(C=CC1Cl)CC(=O)O (3,4-dichlorophenylacetic acid), C(=O)(N1C=NC=C1)N1C=NC=C1 (1,1'-carbonyldiimidazole), C[C@@H]1[C@@H](NCCC1)CO (cis-3-methyl-2-piperidinemethanol). The solvent is O1CCCC1 (tetrahydrofuran), O1CCCC1 (tetrahydrofuran). Run at time 16 hour. The product is ClC=1C=C(C=CC1Cl)CC(=O)N1[C@H]([C@H](CCC1)C)CO (cis-1-[(3,4-Dichlorophenyl)acetyl]-3-methyl-2-piperidinemethanol). Isolated yield 60.2%. RXN SMILES: [Cl:1][C:2]1[CH:3]=[C:4]([CH2:9][C:10]([OH:12])=O)[CH:5]=[CH:6][C:7]=1[Cl:8].C(N1C=CN=C1)(N1C=CN=C1)=O.[CH3:25][C@H:26]1[CH2:31][CH2:30][CH2:29][NH:28][C@H:27]1[CH2:32][OH:33]>O1CCCC1>[Cl:1][C:2]1[CH:3]=[C:4]([CH2:9][C:10]([N:28]2[CH2:29][CH2:30][CH2:31][C@H:26]([CH3:25])[C@@H:27]2[CH2:32][OH:33])=[O:12])[CH:5]=[CH:6][C:7]=1[Cl:8]. Reported procedure: A solution of 3,4-dichlorophenylacetic acid (1.82 g) and 1,1'-carbonyldiimidazole (1.70 g) in dry tetrahydrofuran (30 ml) was stirred at room temperature under nitrogen for 20 min. A solution of cis-3-methyl-2-piperidinemethanol (1.15 g) in dry tetrahydrofuran (10 ml) was then added and stirring was continued for 16 h. before concentrating the reaction mixture in vacuo. The residue was dissolved in dichloromethane (50 ml), and this solution was washed with 2M hydrochloric acid (50 ml) and satura... The reactants are O=C([O-])O, CCC(=O)Cl, ClCCl, [Na+], c1ccn(Nc2ccncc2)c1. The product is CCC(=O)N(c1ccncc1)n1cccc1. As a reaction SMILES: [C:13](=[O:14])([OH:15])[O-:16].[C:18]([CH2:19][CH3:20])(=[O:21])[Cl:22].[Cl:23][CH2:24][Cl:25].[Na+:17].[n:1]1([NH:6][c:7]2[cH:8][cH:9][n:10][cH:11][cH:12]2)[cH:2][cH:3][cH:4][cH:5]1>>[n:1]1([N:6]([c:7]2[cH:8][cH:9][n:10][cH:11][cH:12]2)[C:18]([CH2:19][CH3:20])=[O:21])[cH:2][cH:3][cH:4][cH:5]1. The reactants are ClC1=NC(=CC=C1CN1N=C2N(C=CC(=C2C2=CC=NC=C2)C2=CC=C(C=C2)Cl)C1=O)C(F)(F)F (2-((2-chloro-6-(trifluoromethyl)pyridin-3-yl)methyl)-7-(4-chlorophenyl)-8-(pyridin-4-yl)-[1,2,4]triazolo[4,3-a]pyridin-3(2H)-one), C(C)[Zn]CC (diethylzinc), C(=O)([O-])[O-].[K+].[K+] (K2CO3), C(Cl)Cl (CH2Cl2). The reagents and catalysts are C1=CC=C(C=C1)P([C-]2C=CC=C2)C3=CC=CC=C3.C1=CC=C(C=C1)P([C-]2C=CC=C2)C3=CC=CC=C3.Cl[Pd]Cl.[Fe+2] (Pd(dppf)Cl2). The solvent is C1CCOC1 (THF), CCOC(=O)C (EtOAc). Yields the product ClC1=CC=C(C=C1)C1=C(C=2N(C=C1)C(N(N2)CC=2C(=NC(=CC2)C(F)(F)F)CC)=O)C2=CC=NC=C2 (7-(4-chlorophenyl)-2-((2-ethyl-6-(trifluoromethyl)pyridin-3-yl)methyl)-8-(pyridin-4-yl)-[1,2,4]triazolo[4,3-a]pyridin-3(2H)-one). The yield is 50.2%. Reaction SMILES: Cl[C:2]1[C:7]([CH2:8][N:9]2[C:30](=[O:31])[N:12]3[CH:13]=[CH:14][C:15]([C:23]4[CH:28]=[CH:27][C:26]([Cl:29])=[CH:25][CH:24]=4)=[C:16]([C:17]4[CH:22]=[CH:21][N:20]=[CH:19][CH:18]=4)[C:11]3=[N:10]2)=[CH:6][CH:5]=[C:4]([C:32]([F:35])([F:34])[F:33])[N:3]=1.[CH2:36]([Zn]CC)[CH3:37].C([O-])([O-])=O.[K+].[K+].C(Cl)Cl>CCOC(C)=O.C1C=CC(P(C2C=CC=CC=2)[C-]2C=CC=C2)=CC=1.C1C=CC(P(C2C=CC=CC=2)[C-]2C=CC=C2)=CC=1.Cl[Pd]Cl.[Fe+2].C1COCC1>[Cl:29][C:26]1[CH:25]=[CH:24][C:23]([C:15]2[CH:14]=[CH:13][N:12]3[C:30](=[O:31])[N:9]([CH2:8][C:7]4[C:2]([CH2:36][CH3:37])=[N:3][C:4]([C:32]([F:34])([F:35])[F:33])=[CH:5][CH:6]=4)[N:10]=[C:11]3[C:16]=2[C:17]2[CH:18]=[CH:19][N:20]=[CH:21][CH:22]=2)=[CH:28][CH:27]=1 |f:2.3.4,7.8.9.10|. Procedure: A mixture of 2-((2-chloro-6-(trifluoromethyl)pyridin-3-yl)methyl)-7-(4-chlorophenyl)-8-(pyridin-4-yl)-[1,2,4]triazolo[4,3-a]pyridin-3(2H)-one (22 mg, 0.043 mmol), anhydrous THF (0.5 mL), diethylzinc (1.1 M solution in toluene, 0.059 mL, 0.065 mmol), solid K2CO3 (18 mg, 0.129 mmol) and Pd(dppf)Cl2.CH2Cl2 (7 mg, 0.0086 mmol) in a sealed tube was stirred at 80° C. for 16 h. After cooling to room temperature, the reaction mixture was diluted with EtOAc, washed with water, then saturated aqueous NaCl... As a reaction SMILES: [CH3:1][S:2][C:3]1[CH:8]=[CH:7][C:6]([C:9]2[C:17]3[C:12](=[CH:13][CH:14]=[CH:15][CH:16]=3)[C:11](=[O:18])[C:10]=2[C:19]2[CH:24]=[CH:23][CH:22]=[CH:21][CH:20]=2)=[CH:5][CH:4]=1.C1C=C(C([O-])=[O:32])C(C(O[O-])=O)=CC=1.[Mg+2].[OH2:39].C([O-])(O)=O.[Na+]>C(Cl)Cl.CO.CCOC(C)=O>[CH3:1][S:2]([C:3]1[CH:4]=[CH:5][C:6]([C:9]2[C:17]3[C:12](=[CH:13][CH:14]=[CH:15][CH:16]=3)[C:11](=[O:18])[C:10]=2[C:19]2[CH:24]=[CH:23][CH:22]=[CH:21][CH:20]=2)=[CH:7][CH:8]=1)(=[O:32])=[O:39] |f:1.2,4.5|. The product is CS(=O)(=O)C1=CC=C(C=C1)C1=C(C(C2=CC=CC=C12)=O)C1=CC=CC=C1 (3-(4-(Methanesulfonyl)phenyl)-2-phenylinden-1-one). Run at time 3 hour. The solvent is CCOC(=O)C (EtOAc), C(Cl)Cl (CH2Cl2), CO (MeOH). Reported procedure: To an ice cold solution of the compound from Step 1 (525 mg, 1.6 mmol) in CH2Cl2 (16 mL) and MeOH (1.6 mL) was added MMPP (1.09 g, tech. 80%, 1.76 mmol). The resulting suspension was stirred at r.t. for 3 hrs. The reaction was diluted with EtOAc and a 1:1 mixture of H2O and saturated aqueous NaHCO3 and extracted. The aqueous layer was extracted one more time with EtOAc. The combined organic extracts were dried over MgSO4 and concentrated to dryness. The crude product was purified first by flash ... The reactants are O (H2O), C(=O)(O)[O-].[Na+] (NaHCO3), ice, CSC1=CC=C(C=C1)C1=C(C(C2=CC=CC=C12)=O)C1=CC=CC=C1 (3-(4-(Methylthio)phenyl)-2-phenylinden-1-one), C1=CC=C(C(=C1)C(=O)[O-])C(=O)O[O-].[Mg+2] (MMPP).